Dataset: the Open Reaction Database (ORD), a public repository of structured organic reaction records. Task: describe an organic reaction: reactants, conditions, products, and yield Reactants: CCOC(C)=O, C=CC#N, CNC(=O)C1c2ccccc2-c2ccccc21, CCCCCC, C1CCOC1. The product is CNC(=O)C1(CCC#N)c2ccccc2-c2ccccc21. As a reaction SMILES: [C:28]([O:29][CH2:30][CH3:31])(=[O:32])[CH3:33].[CH2:18]=[CH:19][C:20]#[N:21].[CH3:1][NH:2][C:3](=[O:4])[CH:5]1[c:6]2[cH:7][cH:8][cH:9][cH:10][c:11]2-[c:12]2[cH:13][cH:14][cH:15][cH:16][c:17]21.[CH3:22][CH2:23][CH2:24][CH2:25][CH2:26][CH3:27].[O:34]1[CH2:35][CH2:36][CH2:37][CH2:38]1>>[CH3:1][NH:2][C:3](=[O:4])[C:5]1([CH2:18][CH2:19][C:20]#[N:21])[c:6]2[cH:7][cH:8][cH:9][cH:10][c:11]2-[c:12]2[cH:13][cH:14][cH:15][cH:16][c:17]21. Starting materials: O=C([O-])[O-], CC(C)(C)OC(N)=O, CCOC(=O)c1noc2cc(Oc3ccnc(Cl)n3)ccc12, CCOC(C)=O, [Cs+], [Cs+], C1COCCO1, O, CC1(C)c2cccc(P(c3ccccc3)c3ccccc3)c2Oc2c(P(c3ccccc3)c3ccccc3)cccc21. Product: CCOC(=O)c1noc2cc(Oc3ccnc(NC(=O)OC(C)(C)C)n3)ccc12. RXN SMILES: [C:23](=[O:24])([O-:25])[O-:26].[C:71]([CH3:72])([CH3:73])([CH3:74])[O:75][C:76]([NH2:77])=[O:78].[CH2:1]([CH3:2])[O:3][C:4](=[O:5])[c:6]1[n:7][o:8][c:9]2[c:10]1[cH:11][cH:12][c:13]([O:15][c:16]1[n:17][c:18]([Cl:22])[n:19][cH:20][cH:21]1)[cH:14]2.[CH3:86][CH2:87][O:88][C:89]([CH3:90])=[O:91].[Cs+:27].[Cs+:28].[O:79]1[CH2:80][CH2:81][O:82][CH2:83][CH2:84]1.[OH2:85].[c:29]1([P:30]([c:31]2[cH:32][cH:33][cH:34][cH:35][cH:36]2)[c:37]2[c:38]3[c:62]([cH:63][cH:64][cH:65]2)[C:59]([CH3:60])([CH3:61])[c:41]2[c:40]([c:45]([P:46]([c:47]4[cH:48][cH:49][cH:50][cH:51][cH:52]4)[c:53]4[cH:54][cH:55][cH:56][cH:57][cH:58]4)[cH:44][cH:43][cH:42]2)[O:39]3)[cH:66][cH:67][cH:68][cH:69][cH:70]1>>[CH2:1]([CH3:2])[O:3][C:4](=[O:5])[c:6]1[n:7][o:8][c:9]2[c:10]1[cH:11][cH:12][c:13]([O:15][c:16]1[n:17][c:18]([NH:77][C:76]([O:75][C:71]([CH3:72])([CH3:73])[CH3:74])=[O:78])[n:19][cH:20][cH:21]1)[cH:14]2. Starting materials: COc1cc(CCO[Si](C)(C)C(C)(C)C)c(C2=CC3CCC2N3C(=O)OC(C)(C)C)cn1, C1CCOC1, CCCC[N+](CCCC)(CCCC)CCCC, CCOC(C)=O, [F-], O. The product is COc1cc(CCO)c(C2=CC3CCC2N3C(=O)OC(C)(C)C)cn1. Reaction SMILES: [C:1]([CH3:2])([CH3:3])([CH3:4])[O:5][C:6](=[O:7])[N:8]1[CH:9]2[C:10]([c:15]3[c:16]([CH2:23][CH2:24][O:25][Si:26]([C:27]([CH3:28])([CH3:29])[CH3:30])([CH3:31])[CH3:32])[cH:17][c:18]([O:21][CH3:22])[n:19][cH:20]3)=[CH:11][CH:12]1[CH2:13][CH2:14]2.[CH2:58]1[O:59][CH2:60][CH2:61][CH2:62]1.[CH3:34][CH2:35][CH2:36][CH2:37][N+:38]([CH2:39][CH2:40][CH2:41][CH3:42])([CH2:43][CH2:44][CH2:45][CH3:46])[CH2:47][CH2:48][CH2:49][CH3:50].[CH3:52][CH2:53][O:54][C:55]([CH3:56])=[O:57].[F-:33].[OH2:51]>>[C:1]([CH3:2])([CH3:3])([CH3:4])[O:5][C:6](=[O:7])[N:8]1[CH:9]2[C:10]([c:15]3[c:16]([CH2:23][CH2:24][OH:25])[cH:17][c:18]([O:21][CH3:22])[n:19][cH:20]3)=[CH:11][CH:12]1[CH2:13][CH2:14]2. Reactants: CN1CCN(Cc2ccc(N)cc2C(F)(F)F)CC1, CO, ClCCl, Cc1cc(-n2cnc3cccnc32)ccc1CC(=O)O. Product: Cc1cc(-n2cnc3cccnc32)ccc1CC(=O)Nc1ccc(CN2CCN(C)CC2)c(C(F)(F)F)c1. RXN SMILES: [CH3:21][N:22]1[CH2:23][CH2:24][N:25]([CH2:28][c:29]2[c:30]([C:36]([F:37])([F:38])[F:39])[cH:31][c:32]([NH2:35])[cH:33][cH:34]2)[CH2:26][CH2:27]1.[CH3:43][OH:44].[Cl:40][CH2:41][Cl:42].[n:1]1[cH:2][n:3](-[c:10]2[cH:11][c:12]([CH3:20])[c:13]([CH2:16][C:17](=[O:18])[OH:19])[cH:14][cH:15]2)[c:4]2[n:5][cH:6][cH:7][cH:8][c:9]12>>[n:1]1[cH:2][n:3](-[c:10]2[cH:11][c:12]([CH3:20])[c:13]([CH2:16][C:17](=[O:19])[NH:35][c:32]3[cH:31][c:30]([C:36]([F:37])([F:38])[F:39])[c:29]([CH2:28][N:25]4[CH2:24][CH2:23][N:22]([CH3:21])[CH2:27][CH2:26]4)[cH:34][cH:33]3)[cH:14][cH:15]2)[c:4]2[n:5][cH:6][cH:7][cH:8][c:9]12.